This data is from the Open Reaction Database (ORD), a public repository of structured organic reaction records. The task is: describe an organic reaction: reactants, conditions, products, and yield The reactants are OCCN1C(C(OC2=C1C=C(C(=C2)C)C(=O)N([C@H]2CN(CCC2)C(=O)OC(C)(C)C)C(C)C)(C)C)=O (tert-butyl (3R)-3-[{[4-(2-hydroxyethyl)-2,2,7-trimethyl-3-oxo-3,4-dihydro-2H-1,4-benzoxazin-6-yl]carbonyl}(isopropyl)amino]piperidine-1-carboxylate), [H-].[Na+] (sodium hydride), CN(C=O)C (N,N-dimethylformamide), C(CC)(=O)Cl (propionic chloride). Run in O (water). Reaction conditions: time 30 minute. Product: C(C)(C)N([C@H]1CN(CCC1)C(=O)OC(C)(C)C)C(=O)C=1C(=CC2=C(N(C(C(O2)(C)C)=O)CCOC(CC)=O)C1)C (tert-Butyl (3R)-3-[isopropyl({2,2,7-trimethyl-3-oxo-4-[2-(propionyloxy)ethyl]-3,4-dihydro-2H-1,4-benzoxazin-6-yl}carbonyl)amino]piperidine-1-carboxylate). As a reaction SMILES: [OH:1][CH2:2][CH2:3][N:4]1[C:9]2[CH:10]=[C:11]([C:15]([N:17]([CH:31]([CH3:33])[CH3:32])[C@@H:18]3[CH2:23][CH2:22][CH2:21][N:20]([C:24]([O:26][C:27]([CH3:30])([CH3:29])[CH3:28])=[O:25])[CH2:19]3)=[O:16])[C:12]([CH3:14])=[CH:13][C:8]=2[O:7][C:6]([CH3:35])([CH3:34])[C:5]1=[O:36].[H-].[Na+].CN(C)C=O.[C:44](Cl)(=[O:47])[CH2:45][CH3:46]>O>[CH:31]([N:17]([C:15]([C:11]1[C:12]([CH3:14])=[CH:13][C:8]2[O:7][C:6]([CH3:34])([CH3:35])[C:5](=[O:36])[N:4]([CH2:3][CH2:2][O:1][C:44](=[O:47])[CH2:45][CH3:46])[C:9]=2[CH:10]=1)=[O:16])[C@@H:18]1[CH2:23][CH2:22][CH2:21][N:20]([C:24]([O:26][C:27]([CH3:29])([CH3:28])[CH3:30])=[O:25])[CH2:19]1)([CH3:32])[CH3:33] |f:1.2|. Reported procedure: To tert-butyl (3R)-3-[{[4-(2-hydroxyethyl)-2,2,7-trimethyl-3-oxo-3,4-dihydro-2H-1,4-benzoxazin-6-yl]carbonyl}(isopropyl)amino]piperidine-1-carboxylate (150 mg) were added sodium hydride (16 mg) and N,N-dimethylformamide (9 ml) under ice-cooling, and the mixture was stirred at room temperature for 30 minutes. Then, to the mixture was added propionic chloride (0.03 ml), and the mixture was further stirred at room temperature for 2 hours. After the reaction was complete, water was added to the reac... The reactants are P(Cl)(Cl)Cl (phosphorus trichloride), three, C(C)(C)(C)NCCO (2-tert-butylaminoethanol). The solvent is C1(=CC=CC=C1)C (toluene), C1(=CC=CC=C1)C (toluene). Product: C(C)(C)(C)N1P(OCC1)Cl (3-tert-Butyl-2-chloro-1,3,2-oxazaphospholidine). Isolated yield 56.7%. RXN SMILES: [P:1]([Cl:4])(Cl)Cl.[C:5]([NH:9][CH2:10][CH2:11][OH:12])([CH3:8])([CH3:7])[CH3:6]>C1(C)C=CC=CC=1>[C:5]([N:9]1[CH2:10][CH2:11][O:12][P:1]1[Cl:4])([CH3:8])([CH3:7])[CH3:6]. Reported procedure: To a solution of 8.7 ml (0.10 mol) of phosphorus trichloride in 200 ml of toluene in a 500 ml three neck flask equipped with a mechanical stirrer, a condenser and an addition funnel is added a solution of 11.72 g (0.10 mol) of 2-tert-butylaminoethanol in 50 ml of toluene. After refluxing for 16 hours, the orange solids are filtered off and the filtrate concentrated in vacuo. Distillation under reduced pressure gives 10.3 g (56.7%) of clear liquid: b.p. 82° C./1.0 mm Hg. The reactants are BrC1=CC=C(CCl)C=C1 (4-bromobenzyl chloride), [H-].[Na+] (sodium hydride), CN(C)CCC1CC2=CC=C(C=C2CC1)O ((+)-2-[2-(N,N-dimethylamino)ethyl]-6-hydroxytetralin). Run in C1(=CC=CC=C1)C (toluene), C1(=CC=CC=C1)C (toluene), O (water). Reaction conditions: temperature 50 celsius, time 30 minute. Yields the product Cl.BrC1=CC=C(COC=2C=C3CCC(CC3=CC2)CCN(C)C)C=C1 ((+)-6-(4-Bromobenzyl)oxy-2-[2-(N,N-dimethylamino)ethyl]tetralin Hydrochloride). The yield is 95.4%. As a reaction SMILES: [CH3:1][N:2]([CH2:4][CH2:5][CH:6]1[CH2:15][CH2:14][C:13]2[C:8](=[CH:9][CH:10]=[C:11]([OH:16])[CH:12]=2)[CH2:7]1)[CH3:3].[H-].[Na+].[Br:19][C:20]1[CH:27]=[CH:26][C:23]([CH2:24][Cl:25])=[CH:22][CH:21]=1>C1(C)C=CC=CC=1.O>[ClH:25].[Br:19][C:20]1[CH:27]=[CH:26][C:23]([CH2:24][O:16][C:11]2[CH:12]=[C:13]3[C:8](=[CH:9][CH:10]=2)[CH2:7][CH:6]([CH2:5][CH2:4][N:2]([CH3:3])[CH3:1])[CH2:15][CH2:14]3)=[CH:22][CH:21]=1 |f:1.2,6.7|. Procedure details: To a suspension of (+)-2-[2-(N,N-dimethylamino)ethyl]-6-hydroxytetralin (9.2 g) in toluene (180 ml) was added sodium hydride (60% in oil, 2.0 g). After stirring at 50° C. for 30 min, a solution of 4-bromobenzyl chloride (9.7 g) in toluene (45 ml) was added to the reaction mixture, which was heated under reflux for one hr. The reaction mixture was diluted with water and concentrated. The residue was diluted with water and extracted with ethyl acetate. The organic layer was washed with saturated a... Reactants: CCO, CN(C)P(=O)(N(C)C)N(C)C, [I-], CCOC(=O)c1ccc(N)cc1, [Na+], O, O, ClCCCCCCCc1ccccc1. The product is CCOC(=O)c1ccc(NCCCCCCCc2ccccc2)cc1. As a reaction SMILES: [CH2:42]([OH:43])[CH3:44].[CH3:29][N:30]([P:31]([N:32]([CH3:33])[CH3:34])([N:35]([CH3:36])[CH3:37])=[O:38])[CH3:39].[I-:28].[NH2:1][c:2]1[cH:3][cH:4][c:5]([C:6](=[O:7])[O:8][CH2:9][CH3:10])[cH:11][cH:12]1.[Na+:27].[OH2:40].[OH2:41].[c:13]1([CH2:19][CH2:20][CH2:21][CH2:22][CH2:23][CH2:24][CH2:25][Cl:26])[cH:14][cH:15][cH:16][cH:17][cH:18]1>>[NH:1]([c:2]1[cH:3][cH:4][c:5]([C:6](=[O:7])[O:8][CH2:9][CH3:10])[cH:11][cH:12]1)[CH2:25][CH2:24][CH2:23][CH2:22][CH2:21][CH2:20][CH2:19][c:13]1[cH:14][cH:15][cH:16][cH:17][cH:18]1.